This data is from the Open Reaction Database (ORD), a public repository of structured organic reaction records. The task is: describe an organic reaction: reactants, conditions, products, and yield Starting materials: O=C(n1ccnc1)n1ccnc1, COC(=O)CSc1cnc(N)s1, CC1CCC(NCC(C)(C)c2ccccc2)CC1, CN(C)c1ccncc1, ClCCl. Yields the product COC(=O)CSc1cnc(NC(=O)N(CC(C)(C)c2ccccc2)C2CCC(C)CC2)s1. As a reaction SMILES: [C:13](=[O:14])([n:15]1[cH:16][cH:17][n:18][cH:19]1)[n:20]1[cH:21][cH:22][n:23][cH:24]1.[CH3:1][O:2][C:3]([CH2:4][S:5][c:6]1[cH:7][n:8][c:9]([NH2:11])[s:10]1)=[O:12].[CH3:25][CH:26]1[CH2:27][CH2:28][CH:29]([NH:32][CH2:33][C:34]([CH3:35])([c:36]2[cH:37][cH:38][cH:39][cH:40][cH:41]2)[CH3:42])[CH2:30][CH2:31]1.[CH3:46][N:47]([c:48]1[cH:49][cH:50][n:51][cH:52][cH:53]1)[CH3:54].[Cl:43][CH2:44][Cl:45]>>[CH3:1][O:2][C:3]([CH2:4][S:5][c:6]1[cH:7][n:8][c:9]([NH:11][C:13](=[O:14])[N:32]([CH:29]2[CH2:28][CH2:27][CH:26]([CH3:25])[CH2:31][CH2:30]2)[CH2:33][C:34]([CH3:35])([c:36]2[cH:37][cH:38][cH:39][cH:40][cH:41]2)[CH3:42])[s:10]1)=[O:12]. The reactants are CC(=O)O, CS(=O)(=O)NCCSc1cccc2nccn12, C1COCCN1. Product: CS(=O)(=O)NCCSc1cccc2ncc(CN3CCOCC3)n12. RXN SMILES: [CH3:24][C:25](=[O:26])[OH:27].[CH3:7][S:8](=[O:9])(=[O:10])[NH:11][CH2:12][CH2:13][S:14][c:15]1[cH:16][cH:17][cH:18][c:19]2[n:20]1[cH:21][cH:22][n:23]2.[O:1]1[CH2:2][CH2:3][NH:4][CH2:5][CH2:6]1>>[O:1]1[CH2:2][CH2:3][N:4]([CH2:24][c:21]2[n:20]3[c:15]([S:14][CH2:13][CH2:12][NH:11][S:8]([CH3:7])(=[O:9])=[O:10])[cH:16][cH:17][cH:18][c:19]3[n:23][cH:22]2)[CH2:5][CH2:6]1. Product: CS(=O)(=O)C(=C1CN(C(c2ccc(Cl)cc2)c2ccc(CN3CCCC3)cc2)C1)c1cc(F)cc(F)c1. Reaction SMILES: [C:34]([O:35][BH-:36]([O:37][C:38](=[O:39])[CH3:40])[O:41][C:42](=[O:43])[CH3:44])(=[O:45])[CH3:46].[CH2:48]1[CH2:49][CH2:50][NH:51][CH2:52]1.[Cl:1][c:2]1[cH:3][cH:4][c:5]([CH:8]([N:9]2[CH2:10][C:11](=[C:13]([S:14](=[O:15])(=[O:16])[CH3:17])[c:18]3[cH:19][c:20]([F:25])[cH:21][c:22]([F:24])[cH:23]3)[CH2:12]2)[c:26]2[cH:27][cH:28][c:29]([CH:32]=[O:33])[cH:30][cH:31]2)[cH:6][cH:7]1.[Cl:55][CH2:56][CH2:57][Cl:58].[Na+:47].[Na+:54].[OH-:53]>>[Cl:1][c:2]1[cH:3][cH:4][c:5]([CH:8]([N:9]2[CH2:10][C:11](=[C:13]([S:14](=[O:15])(=[O:16])[CH3:17])[c:18]3[cH:19][c:20]([F:25])[cH:21][c:22]([F:24])[cH:23]3)[CH2:12]2)[c:26]2[cH:27][cH:28][c:29]([CH2:32][N:51]3[CH2:50][CH2:49][CH2:48][CH2:52]3)[cH:30][cH:31]2)[cH:6][cH:7]1. Reactants: CC(=O)O[BH-](OC(C)=O)OC(C)=O, C1CCNC1, CS(=O)(=O)C(=C1CN(C(c2ccc(Cl)cc2)c2ccc(C=O)cc2)C1)c1cc(F)cc(F)c1, ClCCCl, [Na+], [Na+], [OH-]. The solvent is C1CCOC1 (THF). Reaction SMILES: [Cl:1][C:2]1[C:11]2[C:6](=[CH:7][CH:8]=[CH:9][CH:10]=2)[N:5]=[C:4]([C:12]([O:14]CC)=O)[N:3]=1.[Cl:17][C:18]1[CH:19]=[C:20]([Mg]Br)[CH:21]=[CH:22][C:23]=1[F:24].C1COCC1>C1COCC1>[Cl:17][C:18]1[CH:19]=[C:20]([C:12]([C:4]2[N:3]=[C:2]([Cl:1])[C:11]3[C:6](=[CH:7][CH:8]=[CH:9][CH:10]=3)[N:5]=2)=[O:14])[CH:21]=[CH:22][C:23]=1[F:24] |f:1.2|. Run at temperature -30 celsius, time 0.75 hour. The product is ClC=1C=C(C=CC1F)C(=O)C1=NC2=CC=CC=C2C(=N1)Cl ((3-chloro-4-fluorophenyl)(4-chloroquinazolin-2-yl)methanone). The yield is 36.7%. Reported procedure: A mixture of ethyl 4-chloroquinazoline-2-carboxylate (1 g, 4.2 mmol) in THF (50 mL) was filtered, and to the filtrate at −30° C. under Ar was added 0.5 M (3-chloro-4-fluorophenyl)magnesium bromide/THF (10.4 mL, 5.2 mmol). After stirring at −30° C. for 0.75 h, additional 0.5 M (3-chloro-4-fluorophenyl)magnesium bromide/THF (4.2 mL). After 1 h, the reaction was quenched by addition of saturated aq ammonium chloride and allowed to warm to rt. The mixture was extracted with EtOAc, and the extracts w... Starting materials: ClC=1C=C(C=CC1F)[Mg]Br.C1CCOC1 ((3-chloro-4-fluorophenyl)magnesium bromide THF), ClC1=NC(=NC2=CC=CC=C12)C(=O)OCC (ethyl 4-chloroquinazoline-2-carboxylate), ClC=1C=C(C=CC1F)[Mg]Br.C1CCOC1 ((3-chloro-4-fluorophenyl)magnesium bromide THF). Reactants: C1(=CC=CC=C1)C=1C=CC(=NC1C1=CC=CC=C1)C(=O)OCC (ethyl 5,6-diphenylpyridine-2-carboxylate), C1(=CC=CC=C1)C=1C=CC(=NC1C1=CC=CC=C1)C(=O)OCC (ethyl 5,6-diphenylpyridine-2-carboxylate), CC(C)C[AlH]CC(C)C (DIBAL-H). The solvent is C(Cl)Cl (CH2Cl2). Reaction conditions: time 1 hour. Yields the product C1(=CC=CC=C1)C=1C=CC(=NC1C1=CC=CC=C1)C=O (5,6-diphenylpyridine-2-carbaldehyde). As a reaction SMILES: [C:1]1([C:7]2[CH:8]=[CH:9][C:10]([C:19](OCC)=[O:20])=[N:11][C:12]=2[C:13]2[CH:18]=[CH:17][CH:16]=[CH:15][CH:14]=2)[CH:6]=[CH:5][CH:4]=[CH:3][CH:2]=1.CC(C[AlH]CC(C)C)C>C(Cl)Cl>[C:1]1([C:7]2[CH:8]=[CH:9][C:10]([CH:19]=[O:20])=[N:11][C:12]=2[C:13]2[CH:14]=[CH:15][CH:16]=[CH:17][CH:18]=2)[CH:2]=[CH:3][CH:4]=[CH:5][CH:6]=1. Procedure details: General Procedure L. To a solution of ethyl 5,6-diphenylpyridine-2-carboxylate (Compound 21, 145 mg, 0.48 mmol) in CH2Cl2 (5 ml) at −78° C. was added DIBAL-H (0.72 ml, 0.72 mmol, 1.0 M in Toluene) and the mixture was stirred between −78° C. and −60° C. for 1 hour under argon. The reaction was quenched with aq, NH4Cl, diethyl ether and 400 mg Celite were added, and the mixture was stirred at room temperature 30 min. The solid was filtered off and rinsed with ether, and the combined filtrate was c... The reactants are Cl, [N-]=[N+]=NCC1Cc2cccc(C3CCCC3)c2O1. The product is NCC1Cc2cccc(C3CCCC3)c2O1. As a reaction SMILES: [ClH:19].[N:1](=[N+:2]=[N-:3])[CH2:4][CH:5]1[O:6][c:7]2[c:8]([cH:10][cH:11][cH:12][c:13]2[CH:14]2[CH2:15][CH2:16][CH2:17][CH2:18]2)[CH2:9]1>>[NH2:1][CH2:4][CH:5]1[O:6][c:7]2[c:8]([cH:10][cH:11][cH:12][c:13]2[CH:14]2[CH2:15][CH2:16][CH2:17][CH2:18]2)[CH2:9]1. The reactants are C1(=CC=CC=C1)C(C)NCC#C (N-(1-Phenylethyl)propargylamine). Run in C1CCOC1 (THF), CCCCCC.C(C)(=O)OCC (hexane ethyl acetate). Conditions: time 2 hour. The product is C1(=CC=CC=C1)C(C)N (1-phenylethylamine). The yield is 77.2%. RXN SMILES: [C:1]1([CH:7]([NH:9]CC#C)[CH3:8])[CH:6]=[CH:5][CH:4]=[CH:3][CH:2]=1>C1COCC1.CCCCCC.C(OCC)(=O)C>[C:1]1([CH:7]([NH2:9])[CH3:8])[CH:6]=[CH:5][CH:4]=[CH:3][CH:2]=1 |f:2.3|. Procedure: A solution of N-(1-Phenylethyl)propargylamine (500 mg, 3.1 mmol) in THF (5 ml) was added to the LVT reagent prepared as described in Example 2.1 above, and the resulting mixture stirred for 2 hours at room temperature. The reaction mixture was diluted with hexane-ethyl acetate mixture (70:30) and filtered through celite. The filtrate washed with brine, dried (Na2SO4), and concentrated under vacuum. The crude product was purified using chromatography (SiO2) to yield 1-phenylethylamine (290 mg, 77... Starting materials: O1CCOC2=C1C=CC=C2CCN (2-(2,3-dihydro-benzo[1,4]dioxin-5-yl)-ethylamine), C(C)(=O)OC(C)=O (acetic anhydride). Yields the product O1CCOC2=C1C=CC=C2CCNC(C)=O (N-[2-(2,3-Dihydro-benzo[1,4]dioxin-5-yl)-ethyl]-acetamide). As a reaction SMILES: [O:1]1[C:6]2[CH:7]=[CH:8][CH:9]=[C:10]([CH2:11][CH2:12][NH2:13])[C:5]=2[O:4][CH2:3][CH2:2]1.[C:14](OC(=O)C)(=[O:16])[CH3:15]>>[O:1]1[C:6]2[CH:7]=[CH:8][CH:9]=[C:10]([CH2:11][CH2:12][NH:13][C:14](=[O:16])[CH3:15])[C:5]=2[O:4][CH2:3][CH2:2]1. Procedure details: In close analogy to the procedure described above, 2-(2,3-dihydro-benzo[1,4]dioxin-5-yl)-ethylamine is reacted with acetic anhydride to provide the title compound. Starting materials: CC(C)(C)N=C=O, Nc1ccc2c(c1)SC(=Cc1c[nH]c3ccccc13)C(=O)N2, CN(C)C=O, O. Product: CC(C)(C)NC(=O)Nc1ccc2c(c1)SC(=Cc1c[nH]c3ccccc13)C(=O)N2. As a reaction SMILES: [C:23]([CH3:24])([CH3:25])([CH3:26])[N:27]=[C:28]=[O:29].[NH2:1][c:2]1[cH:3][c:4]2[c:5]([cH:21][cH:22]1)[NH:6][C:7](=[O:20])[C:8](=[CH:10][c:11]1[cH:12][nH:13][c:14]3[cH:15][cH:16][cH:17][cH:18][c:19]13)[S:9]2.[O:31]=[CH:32][N:33]([CH3:34])[CH3:35].[OH2:30]>>[NH:1]([c:2]1[cH:3][c:4]2[c:5]([cH:21][cH:22]1)[NH:6][C:7](=[O:20])[C:8](=[CH:10][c:11]1[cH:12][nH:13][c:14]3[cH:15][cH:16][cH:17][cH:18][c:19]13)[S:9]2)[C:28]([NH:27][C:23]([CH3:24])([CH3:25])[CH3:26])=[O:29]. Starting materials: Cc1ccccc1, CCN(C(C)C)C(C)C, COc1cncnc1O, O=P(Cl)(Cl)Cl. Product: COc1cncnc1Cl. Reaction SMILES: [CH3:24][c:25]1[cH:26][cH:27][cH:28][cH:29][cH:30]1.[CH:10]([N:11]([CH2:12][CH3:13])[CH:14]([CH3:15])[CH3:16])([CH3:17])[CH3:18].[OH:1][c:2]1[n:3][cH:4][n:5][cH:6][c:7]1[O:8][CH3:9].[P:19]([Cl:20])([Cl:21])([Cl:22])=[O:23]>>[c:2]1([Cl:21])[n:3][cH:4][n:5][cH:6][c:7]1[O:8][CH3:9].